Dataset: the Open Reaction Database (ORD), a public repository of structured organic reaction records. Task: describe an organic reaction: reactants, conditions, products, and yield Starting materials: O.[OH-].[Li+] (Lithium hydroxide monohydrate), C(CC)C=1SC=C(N1)C(=O)OCC (Ethyl 2-propylthiazole-4-carboxylate), Cl (HCl). Reaction SMILES: O.[OH-].[Li+].[CH2:4]([C:7]1[S:8][CH:9]=[C:10]([C:12]([O:14]CC)=[O:13])[N:11]=1)[CH2:5][CH3:6].Cl>C1COCC1.O>[CH2:4]([C:7]1[S:8][CH:9]=[C:10]([C:12]([OH:14])=[O:13])[N:11]=1)[CH2:5][CH3:6] |f:0.1.2|. The product is C(CC)C=1SC=C(N1)C(=O)O (2-Propylthiazole-4-carboxylic acid). Procedure: Lithium hydroxide monohydrate (0.2 g) was added to a solution of ethyl 2-propylthiazole-4-carboxylate (example 56, step b) (0.24 g) in a mixture of THF (4 mL) and water (1 mL). The resulting suspension was stirred overnight at RT. The reaction was acidified with aqueous HCl solution (2M, 3 mL) and evaporated. The residue was partitioned between brine (5 mL) and ethyl acetate (20 mL). The layers were separated and the aqueous phase extracted with ethyl acetate (2×20 mL). The combined organic solu... Conditions: time 8 hour. Solvent: C1CCOC1 (THF), O (water). Starting materials: CO, Cl, COC(=O)c1nc(N)c2[nH]c(=O)n(Cc3ccccc3)c2n1, [Na+], [OH-]. The product is Nc1nc(C(=O)O)nc2c1[nH]c(=O)n2Cc1ccccc1. Reaction SMILES: [CH3:26][OH:27].[ClH:25].[NH2:3][c:4]1[c:5]2[nH:6][c:7](=[O:24])[n:8]([CH2:17][c:18]3[cH:19][cH:20][cH:21][cH:22][cH:23]3)[c:9]2[n:10][c:11]([C:13](=[O:14])[O:15][CH3:16])[n:12]1.[Na+:2].[OH-:1]>>[NH2:3][c:4]1[c:5]2[nH:6][c:7](=[O:24])[n:8]([CH2:17][c:18]3[cH:19][cH:20][cH:21][cH:22][cH:23]3)[c:9]2[n:10][c:11]([C:13](=[O:14])[OH:15])[n:12]1. The reactants are Cl (hydrochloric acid), C(CCCCCCCCCCC)(=O)NCCCC[C@H](N)C(=O)O (Nε-Lauroyl-L-lysine), CCOCC (ether), Adipic acid monoethyl ester acid chloride, CCOCC (ether). Run in [OH-].[Na+] (NaOH). Reaction conditions: time 24 hour. The product is C(CCCCCCCCCCC)(=O)NCCCC[C@H](NC(CCCCC(=O)O)=O)C(=O)O (Nε-lauroyl-Nα-(5-carboxypentanoyl)-L-lysine). The yield is 66.0%. As a reaction SMILES: [C:1]([NH:14][CH2:15][CH2:16][CH2:17][CH2:18][C@@H:19]([C:21]([OH:23])=[O:22])[NH2:20])(=[O:13])[CH2:2][CH2:3][CH2:4][CH2:5][CH2:6][CH2:7][CH2:8][CH2:9][CH2:10][CH2:11][CH3:12].CC[O:26][CH2:27][CH3:28].Cl>[OH-].[Na+]>[C:1]([NH:14][CH2:15][CH2:16][CH2:17][CH2:18][C@@H:19]([C:21]([OH:23])=[O:22])[NH:20][C:27](=[O:26])[CH2:28][CH2:17][CH2:18][CH2:19][C:21]([OH:23])=[O:22])(=[O:13])[CH2:2][CH2:3][CH2:4][CH2:5][CH2:6][CH2:7][CH2:8][CH2:9][CH2:10][CH2:11][CH3:12] |f:3.4|. Procedure details: Nε-Lauroyl-L-lysine (30 g) was dissolved in 0.2M aqueous NaOH solution (1 L), and ether was added. Adipic acid monoethyl ester acid chloride (26.4 g) was added to the ether layer, and the mixture was stirred at room temperature for 24 hr. To the aqueous solution was added hydrochloric acid with stirring, and the mixture was adjusted to about pH 1. The precipitated crystals were filtered and recrystallized to give Nε-lauroyl-Nα-(5-carboxypentanoyl)-L-lysine (27.42 g, yield 66%). 4.566 g thereof w... Starting materials: resultant residue, C(=O)(OCC1=CC=CC=C1)N[C@@H](C)C(=O)NCC1CC=2C(=C3C=CC(NC3=C(C2)C)=O)O1 (2-(Carbobenzyloxy-L-alanyl)aminomethyl-5-methyl-2,3,6,7-tetrahydrofuro-[2,3-f]quinoline-7-one), [H][H] (hydrogen), O1CCOCC1.Cl (HCl dioxane). The reagents and catalysts are [Pd] (palladium-on-carbon). Solvent: CO (methanol), CN(C=O)C (dimethylformamide). Yields the product N[C@@H](C)C(=O)NCC1CC=2C(=C3C=CC(NC3=C(C2)C)=O)O1 (2-L-Alanylaminomethyl-5-methyl-2,3,6,7-tetrahydrofuro-[2,3-f]quinoline-7-one). The yield is 72.1%. Reaction SMILES: C([NH:11][C@H:12]([C:14]([NH:16][CH2:17][CH:18]1[O:32][C:21]2=[C:22]3[C:27](=[C:28]([CH3:30])[CH:29]=[C:20]2[CH2:19]1)[NH:26][C:25](=[O:31])[CH:24]=[CH:23]3)=[O:15])[CH3:13])(OCC1C=CC=CC=1)=O.[H][H].O1CCOCC1.Cl>CN(C)C=O.CO.[Pd]>[NH2:11][C@H:12]([C:14]([NH:16][CH2:17][CH:18]1[O:32][C:21]2=[C:22]3[C:27](=[C:28]([CH3:30])[CH:29]=[C:20]2[CH2:19]1)[NH:26][C:25](=[O:31])[CH:24]=[CH:23]3)=[O:15])[CH3:13] |f:2.3|. Procedure details: The compound obtained in Example 224 (3.0 g, 6.9 mmol) was dissolved in dimethylformamide (200 ml). To the obtained solution, 10% palladium-on-carbon (3.0 g) was added, followed by stirring at room temperature overnight in the atmosphere of hydrogen. The reaction mixture was filtered, and the filtrate was condensed under reduced pressure. The resultant residue was dissolved in methanol (20 ml), and 4N-HCl dioxane (4 ml) was added thereto while cooling on ice. The mixture was condensed under redu...